From a dataset of the Open Reaction Database (ORD), a public repository of structured organic reaction records. describe an organic reaction: reactants, conditions, products, and yield Starting materials: CC1(OCCO1)C1=CC=C(O1)CN1N=CC(=N1)N (2-[5-(2-methyl-[1,3]dioxolan-2-yl)-furan-2-ylmethyl]-2H-[1,2,3]triazol-4-ylamine), COCC=1OC(=C(N1)C(=O)O)C1=CC=CC=C1 (2-methoxymethyl-5-phenyl-oxazole-4-carboxylic acid). The product is C(C)(=O)C1=CC=C(O1)CN1N=CC(=N1)NC(=O)C=1N=C(OC1C1=CC=CC=C1)COC (2-Methoxymethyl-5-phenyl-oxazole-4-carboxylic acid [2-(5-acetyl-furan-2-ylmethyl)-2H-[1,2,3]triazol-4-yl]-amide). As a reaction SMILES: [CH3:1][C:2]1([C:7]2[O:11][C:10]([CH2:12][N:13]3[N:17]=[C:16]([NH2:18])[CH:15]=[N:14]3)=[CH:9][CH:8]=2)[O:6]CCO1.[CH3:19][O:20][CH2:21][C:22]1[O:23][C:24]([C:30]2[CH:35]=[CH:34][CH:33]=[CH:32][CH:31]=2)=[C:25]([C:27](O)=[O:28])[N:26]=1>>[C:2]([C:7]1[O:11][C:10]([CH2:12][N:13]2[N:17]=[C:16]([NH:18][C:27]([C:25]3[N:26]=[C:22]([CH2:21][O:20][CH3:19])[O:23][C:24]=3[C:30]3[CH:35]=[CH:34][CH:33]=[CH:32][CH:31]=3)=[O:28])[CH:15]=[N:14]2)=[CH:9][CH:8]=1)(=[O:6])[CH3:1]. Procedure details: Following general procedure A followed by B, starting from 2-[5-(2-methyl-[1,3]dioxolan-2-yl)-furan-2-ylmethyl]-2H-[1,2,3]triazol-4-ylamine and 2-methoxymethyl-5-phenyl-oxazole-4-carboxylic acid. Starting materials: COC(=O)Cc1c(OCc2ccccc2)c(C)nn1C, CO. Yields the product COC(=O)Cc1c(O)c(C)nn1C. RXN SMILES: [CH2:1]([c:2]1[cH:3][cH:4][cH:5][cH:6][cH:7]1)[O:8][c:9]1[c:10]([CH3:20])[n:11][n:12]([CH3:19])[c:13]1[CH2:14][C:15](=[O:16])[O:17][CH3:18].[CH3:21][OH:22]>>[OH:8][c:9]1[c:10]([CH3:20])[n:11][n:12]([CH3:19])[c:13]1[CH2:14][C:15](=[O:16])[O:17][CH3:18]. Starting materials: COC(=O)C=1SC=C(C1Cl)COC(C)=O (2-methoxycarbonyl-3-chloro-4-(acetoxymethyl)thiophene), [OH-].[Na+] (sodium hydroxide). The solvent is O1CCOCC1 (1,4-dioxane), O (water). Product: C(=O)(O)C=1SC=C(C1Cl)CO (2-carboxy-3-chloro-4-(hydroxymethyl)thiophene). The yield is 99.1%. RXN SMILES: C[O:2][C:3]([C:5]1[S:6][CH:7]=[C:8]([CH2:11][O:12]C(=O)C)[C:9]=1[Cl:10])=[O:4].[OH-].[Na+]>O1CCOCC1.O>[C:3]([C:5]1[S:6][CH:7]=[C:8]([CH2:11][OH:12])[C:9]=1[Cl:10])([OH:4])=[O:2] |f:1.2|. Procedure: To a solution of 2-methoxycarbonyl-3-chloro-4-(acetoxymethyl)thiophene (83 g, 0.33 mol) in 1,4-dioxane (350 mL) was added a solution of sodium hydroxide (26.5 g, 0.66 mol) in water (200 mL) and the mixture stirred at ambient temperature. After 1 hour the dioxane was removed in vacuo and the aqueous solution washed with ethyl acetate (2×1 00 mL). The aqueous layer was brought to pH 2 by addition of concentrated HCl, then extracted with n-butanol (4×200 mL). The combined extracts were concentrated... Starting materials: ClC=1N=[N+](C2=C(N1)C=C1CC(CC1=C2)N(C)C)[O-] (3-Chloro-N,N-dimethyl-7,8-dihydro-6H-indeno[5,6-e][1,2,4]triazin-7-amine 1-Oxide), [Sn](CC)(CC)(CC)CC (SnEt4), N#N (N2). Reagents/catalysts: C=1C=CC(=CC1)[P](C=2C=CC=CC2)(C=3C=CC=CC3)[Pd]([P](C=4C=CC=CC4)(C=5C=CC=CC5)C=6C=CC=CC6)([P](C=7C=CC=CC7)(C=8C=CC=CC8)C=9C=CC=CC9)[P](C=1C=CC=CC1)(C=1C=CC=CC1)C=1C=CC=CC1 (Pd(PPh3)4). Solvent: COCCOC (DME). Run at temperature 85 celsius, time 16 hour. Product: CN(C1CC2=CC3=C(N=C(N=[N+]3[O-])CC)C=C2C1)C (7-(Dimethylamino)-3-ethyl-7,8-dihydro-6H-indeno[5,6-e][1,2,4]triazine 1-Oxide). Yield: 50.9%. Reaction SMILES: N#N.Cl[C:4]1[N:5]=[N+:6]([O-:20])[C:7]2[CH:16]=[C:15]3[C:11]([CH2:12][CH:13]([N:17]([CH3:19])[CH3:18])[CH2:14]3)=[CH:10][C:8]=2[N:9]=1.[Sn](CC)(CC)(CC)[CH2:22][CH3:23]>COCCOC.C1C=CC([P]([Pd]([P](C2C=CC=CC=2)(C2C=CC=CC=2)C2C=CC=CC=2)([P](C2C=CC=CC=2)(C2C=CC=CC=2)C2C=CC=CC=2)[P](C2C=CC=CC=2)(C2C=CC=CC=2)C2C=CC=CC=2)(C2C=CC=CC=2)C2C=CC=CC=2)=CC=1>[CH3:18][N:17]([CH3:19])[CH:13]1[CH2:12][C:11]2[C:15](=[CH:16][C:7]3[N+:6]([O-:20])=[N:5][C:4]([CH2:22][CH3:23])=[N:9][C:8]=3[CH:10]=2)[CH2:14]1 |^1:39,41,60,79|. Reported procedure: Pd(PPh3)4 (240 mg, 0.21 mmol) was added to a N2-purged, stirred solution of chloride 112 (550 mg, 1.9 mmol) and SnEt4 (800 mg, 3.4 mmol) in DME (55 mL), and the mixture stirred at 85° C. under N2 for 16 h. The mixture was cooled, the solvent evaporated and the residue purified by chromatography, eluting with a gradient (0-10%) of MeOH/DCM, to give 1-oxide 115 (250 mg, 47%) as an unstable brown solid: 1H NMR δ 8.23 (s, 1H, H-9), 7.73 (s, 1H, H-5), 3.04-3.33 (m, 5H, H-6, H-7, H-8) 3.02 (q, J=7.6 H... The reactants are crude material, FC(C(=O)O)(F)F.C(CCC)OC1=NC(=C2N=C(NC2=N1)OC)N (2-(butyloxy)-8-(methyloxy)-9H-purin-6-amine trifluoroacetate salt), BrCC1CN(CCC1)C(=O)OCC1=CC=CC=C1 (phenylmethyl 3-(bromomethyl)-1-piperidinecarboxylate), FC(C(=O)O)(F)F.C(CCC)OC1=NC(=C2N=C(NC2=N1)OC)N (2-(butyloxy)-8-(methyloxy)-9H-purin-6-amine trifluoroacetate salt), C([O-])([O-])=O.[K+].[K+] (potassium carbonate). Run in CS(=O)C (DMSO), O (water), CN(C)C=O (DMF). Run at temperature 60 celsius, time 1 hour. Product: NC1=C2N=C(N(C2=NC(=N1)OCCCC)CC1CN(CCC1)C(=O)OCC1=CC=CC=C1)OC (Phenylmethyl 3-{[6-amino-2-(butyloxy)-8-(methyloxy)-9H-purin-9-yl]methyl}-1-piperidinecarboxylate). RXN SMILES: FC(F)(F)C(O)=O.[CH2:8]([O:12][C:13]1[N:21]=[C:20]2[C:16]([N:17]=[C:18]([O:22][CH3:23])[NH:19]2)=[C:15]([NH2:24])[N:14]=1)[CH2:9][CH2:10][CH3:11].C(=O)([O-])[O-].[K+].[K+].Br[CH2:32][CH:33]1[CH2:38][CH2:37][CH2:36][N:35]([C:39]([O:41][CH2:42][C:43]2[CH:48]=[CH:47][CH:46]=[CH:45][CH:44]=2)=[O:40])[CH2:34]1>CN(C=O)C.O.CS(C)=O>[NH2:24][C:15]1[N:14]=[C:13]([O:12][CH2:8][CH2:9][CH2:10][CH3:11])[N:21]=[C:20]2[C:16]=1[N:17]=[C:18]([O:22][CH3:23])[N:19]2[CH2:32][CH:33]1[CH2:38][CH2:37][CH2:36][N:35]([C:39]([O:41][CH2:42][C:43]2[CH:44]=[CH:45][CH:46]=[CH:47][CH:48]=2)=[O:40])[CH2:34]1 |f:0.1,2.3.4|. Reported procedure: To a solution of 2-(butyloxy)-8-(methyloxy)-9H-purin-6-amine trifluoroacetate salt (for example, as prepared for Intermediate 6) (2.56 g, 7.29 mmol) in DMF (60 ml) was added potassium carbonate (4.03 g, 29.1 mmol) and the mixture was left to stir at 60° C. for one hour under an atmosphere of nitrogen. The reaction mixture was then cooled to room temperature and to this was added phenylmethyl 3-(bromomethyl)-1-piperidinecarboxylate (commercially available, for example, from AniChem, or for a prep... Starting materials: ClC1=C(C=C(C=C1)N1C(C2=C(C1=O)CCCC2)=O)O (N-(4-chloro-3-hydroxyphenyl)-3,4,5,6-tetrahydrophthalimide), ClCC=1CSCCC1 (3-chloromethyl-5,6-dihydro-2H-thiopyran), C([O-])([O-])=O.[K+].[K+] (potassium carbonate). Solvent: C(C)#N (acetonitrile). Product: ClC1=C(C=C(C=C1)N1C(C2=C(C1=O)CCCC2)=O)C2SCCC=C2OC (N-[4-chloro-3-(3-methoxy-5,6-dihydro-2H-thiopyranyl)-phenyl]-3,4,5,6-tetrahydrophthalimide). Reaction SMILES: [Cl:1][C:2]1[CH:7]=[CH:6][C:5]([N:8]2[C:12](=[O:13])[C:11]3[CH2:14][CH2:15][CH2:16][CH2:17][C:10]=3[C:9]2=[O:18])=[CH:4][C:3]=1O.ClC[C:22]1[CH2:23][S:24][CH2:25][CH2:26][CH:27]=1.[C:28](=O)([O-])[O-:29].[K+].[K+]>C(#N)C>[Cl:1][C:2]1[CH:7]=[CH:6][C:5]([N:8]2[C:12](=[O:13])[C:11]3[CH2:14][CH2:15][CH2:16][CH2:17][C:10]=3[C:9]2=[O:18])=[CH:4][C:3]=1[CH:23]1[C:22]([O:29][CH3:28])=[CH:27][CH2:26][CH2:25][S:24]1 |f:2.3.4|. Reported procedure: 13.9 g of N-(4-chloro-3-hydroxyphenyl)-3,4,5,6-tetrahydrophthalimide, 8.2 9 of 3-chloromethyl-5,6-dihydro-2H-thiopyran and 8.3 g of potassium carbonate in 150 ml of acetonitrile are refluxed for hours. The mixture is cooled and filtered, the filtrate is evaporated down, the residue is taken up in 200 ml of methylene chloride and the solution is washed twice with 10% strength sodium hydroxide solution and 3 times with water, dried and evaporated out. 15.0 g of N-[4-chloro-3-(3-methoxy-5,6-dihydro... Starting materials: [OH-].[Na+] (NaOH), solution, [H-].[Na+] (NaH), oil, CC(C#CC1=CC(=C(S1)C(=O)O)N(C(=O)C1CCC(CC1)C)C1CCC(CC1)O)(C)C (5-(3,3-dimethyl-but-1-ynyl)-3-[(4-hydroxy-cyclohexyl)-(4-methyl-cyclohexanecarbonyl)-amino]-thiophene-2-carboxylic acid), N1(CCC1)C(=O)C1=CC(=NC=C1)Cl (azetidin-1-yl-(2-chloro-pyridin-4-yl)-methanone). The solvent is CN(C)C=O (DMF). The product is N1(CCC1)C(=O)C1=CC(=NC=C1)OC1CCC(CC1)N(C(=O)C1CCC(CC1)C)C1=C(SC(=C1)C#CC(C)(C)C)C(=O)[O-].[Na+] (Sodium 3-(N-(4-(4-(azetidine-1-carbonyl)pyridin-2-yloxy)cyclohexyl)-4-methylcyclohexanecarboxamido)-5-(3,3-dimethylbut-1-ynyl)thiophene-2-carboxylate). Yield: 77.0%. Reaction SMILES: [H-].[Na+:2].[CH3:3][C:4]([CH3:33])([CH3:32])[C:5]#[C:6][C:7]1[S:11][C:10]([C:12]([OH:14])=[O:13])=[C:9]([N:15]([CH:25]2[CH2:30][CH2:29][CH:28]([OH:31])[CH2:27][CH2:26]2)[C:16]([CH:18]2[CH2:23][CH2:22][CH:21]([CH3:24])[CH2:20][CH2:19]2)=[O:17])[CH:8]=1.[N:34]1([C:38]([C:40]2[CH:45]=[CH:44][N:43]=[C:42](Cl)[CH:41]=2)=[O:39])[CH2:37][CH2:36][CH2:35]1.[OH-].[Na+]>CN(C=O)C>[N:34]1([C:38]([C:40]2[CH:45]=[CH:44][N:43]=[C:42]([O:31][CH:28]3[CH2:29][CH2:30][CH:25]([N:15]([C:9]4[CH:8]=[C:7]([C:6]#[C:5][C:4]([CH3:32])([CH3:3])[CH3:33])[S:11][C:10]=4[C:12]([O-:14])=[O:13])[C:16]([CH:18]4[CH2:23][CH2:22][CH:21]([CH3:24])[CH2:20][CH2:19]4)=[O:17])[CH2:26][CH2:27]3)[CH:41]=2)=[O:39])[CH2:37][CH2:36][CH2:35]1.[Na+:2] |f:0.1,4.5,7.8|. Reported procedure: NaH (60 mg of a 60% oil dispersion, 1.50 mmol) was added in portions to a solution of 5-(3,3-dimethyl-but-1-ynyl)-3-[(4-hydroxy-cyclohexyl)-(4-methyl-cyclohexanecarbonyl)-amino]-thiophene-2-carboxylic acid (130 mg, 0.291 mmol) and azetidin-1-yl-(2-chloro-pyridin-4-yl)-methanone from the previous step (290 mg, 1.47 mmol) in DMF (3.0 mL) at 0° C. After 30 min the reaction was warmed to room temperature and then heated at 85° C. for 3.5 h. The reaction was cooled, aqueous NaOH (0.5 mL of a 1.0 N so...